From a dataset of the Open Reaction Database (ORD), a public repository of structured organic reaction records. describe an organic reaction: reactants, conditions, products, and yield Reactants: CC(C)CCBr, CCOCC, O=Cc1cccc(-c2ccc(C(F)(F)F)cc2)n1, [Mg]. The product is CC(C)CCC(O)c1cccc(-c2ccc(C(F)(F)F)cc2)n1. As a reaction SMILES: [Br:20][CH2:21][CH2:22][CH:23]([CH3:24])[CH3:25].[CH3:26][CH2:27][O:28][CH2:29][CH3:30].[F:1][C:2]([c:3]1[cH:4][cH:5][c:6](-[c:9]2[cH:10][cH:11][cH:12][c:13]([CH:15]=[O:16])[n:14]2)[cH:7][cH:8]1)([F:17])[F:18].[Mg:19]>>[F:1][C:2]([c:3]1[cH:4][cH:5][c:6](-[c:9]2[cH:10][cH:11][cH:12][c:13]([CH:15]([OH:16])[CH2:21][CH2:22][CH:23]([CH3:24])[CH3:25])[n:14]2)[cH:7][cH:8]1)([F:17])[F:18]. The reactants are CS(C)=O, [F-], Fc1cccc(C2CCCN2c2ccc3ncc(-c4cccc(-c5ccnc(F)c5)n4)n3n2)c1, [K+], OC1CCNCC1. The product is OC1CCN(c2cc(-c3cccc(-c4cnc5ccc(N6CCCC6c6cccc(F)c6)nn45)n3)ccn2)CC1. Reaction SMILES: [CH3:44][S:45]([CH3:46])=[O:47].[F-:1].[F:10][c:11]1[n:12][cH:13][cH:14][c:15](-[c:17]2[n:18][c:19](-[c:23]3[cH:24][n:25][c:26]4[n:27]3[n:28][c:29]([N:32]3[CH:33]([c:37]5[cH:38][c:39]([F:43])[cH:40][cH:41][cH:42]5)[CH2:34][CH2:35][CH2:36]3)[cH:30][cH:31]4)[cH:20][cH:21][cH:22]2)[cH:16]1.[K+:2].[OH:3][CH:4]1[CH2:5][CH2:6][NH:7][CH2:8][CH2:9]1>>[OH:3][CH:4]1[CH2:5][CH2:6][N:7]([c:11]2[n:12][cH:13][cH:14][c:15](-[c:17]3[n:18][c:19](-[c:23]4[cH:24][n:25][c:26]5[n:27]4[n:28][c:29]([N:32]4[CH:33]([c:37]6[cH:38][c:39]([F:43])[cH:40][cH:41][cH:42]6)[CH2:34][CH2:35][CH2:36]4)[cH:30][cH:31]5)[cH:20][cH:21][cH:22]3)[cH:16]2)[CH2:8][CH2:9]1. The reactants are NC=1SC=C(N1)/C(/C(=O)NC1[C@@H]2N(C(=C(CS2)C2=C(C(C2=O)=O)C)C(=O)OC(C2=CC=CC=C2)C2=CC=CC=C2)C1=O)=N/OC (Diphenylmethyl 7-[2-(2-aminothiazol-4-yl)-(Z)-2-methoxyiminoacetamido]-3-(3,4-dioxo-2-methyl-1-cyclobutenyl)-3-cephem-4-carboxylate), FC(C(=O)O)(F)F (trifluoroacetic acid), C1(=CC=CC=C1)OC (anisole), FC(C(=O)O)(F)F (trifluoroacetic acid). Conditions: time 0.66 hour. Product: NC=1SC=C(N1)/C(/C(=O)NC1[C@@H]2N(C(=C(CS2)C2=C(C(C2=O)=O)C)C(=O)O)C1=O)=N/OC (7-[2-(2-Aminothiazol-4-yl)-(Z)-2-methoxyimino-acetamido]-3-(3,4-dioxo-2-methyl-1-cyclobutenyl)-3-cephem-4-carboxylic acid). The yield is 86.5%. Reaction SMILES: [NH2:1][C:2]1[S:3][CH:4]=[C:5](/[C:7](=[N:43]/[O:44][CH3:45])/[C:8]([NH:10][CH:11]2[C:41](=[O:42])[N:13]3[C:14]([C:25]([O:27]C(C4C=CC=CC=4)C4C=CC=CC=4)=[O:26])=[C:15]([C:18]4[C:21](=[O:22])[C:20](=[O:23])[C:19]=4[CH3:24])[CH2:16][S:17][C@H:12]23)=[O:9])[N:6]=1.FC(F)(F)C(O)=O.C1(OC)C=CC=CC=1>>[NH2:1][C:2]1[S:3][CH:4]=[C:5](/[C:7](=[N:43]/[O:44][CH3:45])/[C:8]([NH:10][CH:11]2[C:41](=[O:42])[N:13]3[C:14]([C:25]([OH:27])=[O:26])=[C:15]([C:18]4[C:21](=[O:22])[C:20](=[O:23])[C:19]=4[CH3:24])[CH2:16][S:17][C@H:12]23)=[O:9])[N:6]=1. Procedure details: Diphenylmethyl 7-[2-(2-aminothiazol-4-yl)-(Z)-2-methoxyiminoacetamido]-3-(3,4-dioxo-2-methyl-1-cyclobutenyl)-3-cephem-4-carboxylate (550 mg) was added to stirred and cooled (ice/H2O bath) trifluoroacetic acid (5 mL) containing anisole (1mL). The cooling bath was removed, and stirring was continued for 0.66 hr at ambient temperatures. The solution was added to stirred diisopropyl ether to precipitate the trifluoroacetic acid salt of the title compound (353 mg, 70% yield) as a yellow powder. The reactants are CCc1cc([N+](=O)[O-])c(OC)cc1N1CCC(CCS(C)(=O)=O)CC1, CCOC(C)=O. Yields the product CCc1cc(N)c(OC)cc1N1CCC(CCS(C)(=O)=O)CC1. Reaction SMILES: [CH2:1]([CH3:2])[c:3]1[c:4]([N:14]2[CH2:15][CH2:16][CH:17]([CH2:20][CH2:21][S:22](=[O:23])(=[O:24])[CH3:25])[CH2:18][CH2:19]2)[cH:5][c:6]([O:12][CH3:13])[c:7]([N+:9]([O-:10])=[O:11])[cH:8]1.[CH3:26][CH2:27][O:28][C:29]([CH3:30])=[O:31]>>[CH2:1]([CH3:2])[c:3]1[c:4]([N:14]2[CH2:15][CH2:16][CH:17]([CH2:20][CH2:21][S:22](=[O:23])(=[O:24])[CH3:25])[CH2:18][CH2:19]2)[cH:5][c:6]([O:12][CH3:13])[c:7]([NH2:9])[cH:8]1.